This data is from the Open Reaction Database (ORD), a public repository of structured organic reaction records. The task is: describe an organic reaction: reactants, conditions, products, and yield The solvent is ClCCl (dichloromethane). Isolated yield 81.0%. Starting materials: C(CCCCCCC)OC=1C=NC(=NC1)C1=CC=C(C=C1)O (5-octyloxy-2-(p-hydroxyphenyl)pyrimidine), N1(CCCC1)C1=CC=NC=C1 (4-pyrrolidinopyridine), C(CCCCC)OC(C(F)(F)F)C1=CC=C(C(=O)O)C=C1 ((+)-4-(1-hexyloxy-2,2,2-trifluoroethyl)benzoic acid), aqueous solution, C(C)(=O)O (acetic acid), C1(CCCCC1)N=C=NC1CCCCC1 (dicyclohexylcarbodiimide). Reaction conditions: time 6 hour. RXN SMILES: [CH2:1]([O:9][C:10]1[CH:11]=[N:12][C:13]([C:16]2[CH:21]=[CH:20][C:19]([OH:22])=[CH:18][CH:17]=2)=[N:14][CH:15]=1)[CH2:2][CH2:3][CH2:4][CH2:5][CH2:6][CH2:7][CH3:8].N1(C2C=CN=CC=2)CCCC1.C1(N=C=NC2CCCCC2)CCCCC1.C(O)(=O)C.[CH2:53]([O:59][CH:60]([C:65]1[CH:73]=[CH:72][C:68]([C:69]([OH:71])=[O:70])=[CH:67][CH:66]=1)[C:61]([F:64])([F:63])[F:62])[CH2:54][CH2:55][CH2:56][CH2:57][CH3:58]>ClCCl>[CH2:53]([O:59][CH:60]([C:65]1[CH:73]=[CH:72][C:68]([C:69]([OH:71])=[O:70])=[CH:67][CH:66]=1)[C:61]([F:63])([F:64])[F:62])[CH2:54][CH2:55][CH2:56][CH2:57][CH3:58].[CH2:1]([O:9][C:10]1[CH:15]=[N:14][C:13]([C:16]2[CH:17]=[CH:18][C:19]([OH:22])=[CH:20][CH:21]=2)=[N:12][CH:11]=1)[CH2:2][CH2:3][CH2:4][CH2:5][CH2:6][CH2:7][CH3:8] |f:6.7|. Product: C(CCCCC)OC(C(F)(F)F)C1=CC=C(C(=O)O)C=C1.C(CCCCCCC)OC=1C=NC(=NC1)C1=CC=C(C=C1)O (5-octyloxy-2-(p-hydroxyphenyl)pyrimidine (+)-4-(1-hexyloxy-2,2,2-trifluoroethyl)benzoate). Reported procedure: In 20 ml of dry dichloromethane were dissolved 3.04 g (10 millimoles) of optically active (+)-4-(1-hexyloxy-2,2,2-trifluoroethyl)benzoic acid, 3.00 g (10 millimoles) of 5-octyloxy-2-(p-hydroxyphenyl)pyrimidine and 0.2 g of 4-pyrrolidinopyridine. Then, 2.5 g (12 millimoles) of dicyclohexylcarbodiimide was added and the resulting mixture was stirred at room temperature for 6 hours. After the reaction, 5% aqueous solution of acetic acid was added and the whole was extracted with dichloromethane. Th...